The task is: describe an organic reaction: reactants, conditions, products, and yield. This data is from the Open Reaction Database (ORD), a public repository of structured organic reaction records. Reactants: O=Cc1csc(NC(c2ccccc2)(c2ccccc2)c2ccccc2)n1, C1CCNCC1, CCO, O=C(O)CN1C(=O)CSC1=S. The product is O=C([O-])CN1C(=O)C(=Cc2csc(NC(c3ccccc3)(c3ccccc3)c3ccccc3)n2)SC1=S, C1CC[NH2+]CC1. As a reaction SMILES: [C:1]([c:2]1[cH:3][cH:4][cH:5][cH:6][cH:7]1)([c:8]1[cH:9][cH:10][cH:11][cH:12][cH:13]1)([c:14]1[cH:15][cH:16][cH:17][cH:18][cH:19]1)[NH:20][c:21]1[s:22][cH:23][c:24]([CH:26]=[O:27])[n:25]1.[CH2:39]1[CH2:40][CH2:41][NH:42][CH2:43][CH2:44]1.[CH3:45][CH2:46][OH:47].[S:28]1[C:29](=[S:30])[N:31]([CH2:35][C:36](=[O:37])[OH:38])[C:32](=[O:33])[CH2:34]1>>[C:1]([c:2]1[cH:3][cH:4][cH:5][cH:6][cH:7]1)([c:8]1[cH:9][cH:10][cH:11][cH:12][cH:13]1)([c:14]1[cH:15][cH:16][cH:17][cH:18][cH:19]1)[NH:20][c:21]1[s:22][cH:23][c:24]([CH:26]=[C:34]2[S:28][C:29](=[S:30])[N:31]([CH2:35][C:36](=[O:37])[O-:38])[C:32]2=[O:33])[n:25]1.[CH2:39]1[CH2:40][CH2:41][NH2+:42][CH2:43][CH2:44]1.